Dataset: the Open Reaction Database (ORD), a public repository of structured organic reaction records. Task: describe an organic reaction: reactants, conditions, products, and yield Starting materials: solution, [H-].C(C(C)C)[Al+]CC(C)C (diisobutylaluminum hydride), C1(=CC=CC=C1)C (toluene), CS(=O)(=O)CC1=CC=C(C(=O)OC)C=C1 (methyl 4-(methanesulfonylmethyl)benzoate), C1(=CC=CC=C1)C (toluene), C(=O)([O-])C(O)C(O)C(=O)[O-].[K+].[Na+] (sodium potassium tartrate), [H-].C(C(C)C)[Al+]CC(C)C (diisobutylaluminum hydride), C1(=CC=CC=C1)C (toluene). Solvent: CO (methanol), C(C)(=O)OCC (Ethyl acetate), C(C)(=O)OCC (ethyl acetate), O (Water). Run at time 16 hour. Product: CS(=O)(=O)CC1=CC=C(C=C1)CO ((4-methane-sulfonylmethyl-phenyl)-methanol). Isolated yield 62.2%. RXN SMILES: [H-].C([Al+]CC(C)C)C(C)C.C1(C)C=CC=CC=1.[CH3:18][S:19]([CH2:22][C:23]1[CH:32]=[CH:31][C:26]([C:27](OC)=[O:28])=[CH:25][CH:24]=1)(=[O:21])=[O:20].C(C(C(C([O-])=O)O)O)([O-])=O.[K+].[Na+]>C(OCC)(=O)C.O.CO>[CH3:18][S:19]([CH2:22][C:23]1[CH:32]=[CH:31][C:26]([CH2:27][OH:28])=[CH:25][CH:24]=1)(=[O:20])=[O:21] |f:0.1,4.5.6|. Procedure details: A 1.0 M solution of diisobutylaluminum hydride in toluene (44 mL, 44 mmol) was added slowly drop-wise to a 0° C. solution of methyl 4-(methanesulfonylmethyl)benzoate (4.00 g, 17.5 mmol) and toluene (220 mL). After the addition was complete, the reaction mixture was warmed to room temperature, then stirred at room temperature for 16 hours. After this time, thin-layer chromatography indicated some starting material to remain. The reaction mixture was cooled to 0° C., then additional 1.0 M diisobut... The reactants are COC(=O)C([C@@H]1[C@H]([C@H]([C@@H](O1)N1C=NC=2C(N)=NC=NC12)O)O)O (adenosine-5'-carboxylic acid methyl ester), O.NN (hydrazine hydrate), ester. Run in CO (methanol). Conditions: time 8 hour. The product is [C@@H]1([C@H](O)[C@H](O)[C@@H](C(O)C(=O)NN)O1)N1C=NC=2C(N)=NC=NC12 (adenosine-5'-carboxylic acid hydrazide). Yield: 93.0%. As a reaction SMILES: C[O:2][C:3]([CH:5]([OH:23])[C@H:6]1[O:10][C@@H:9]([N:11]2[C:20]3[N:19]=[CH:18][N:17]=[C:15]([NH2:16])[C:14]=3[N:13]=[CH:12]2)[C@H:8]([OH:21])[C@@H:7]1[OH:22])=O.O.[NH2:25][NH2:26]>CO>[C@@H:9]1([N:11]2[C:20]3[N:19]=[CH:18][N:17]=[C:15]([NH2:16])[C:14]=3[N:13]=[CH:12]2)[O:10][C@H:6]([CH:5]([C:3]([NH:25][NH2:26])=[O:2])[OH:23])[C@@H:7]([OH:22])[C@H:8]1[OH:21] |f:1.2|. Procedure details: 5 g of adenosine-5'-carboxylic acid methyl ester are suspended in 150 ml of methanol mixed with 20 ml of hydrazine hydrate and heated to the boil. The ester thereby goes into solution, while, almost simultaneously, the hydrazide precipitates out in the form of a fine crystalline material. After standing overnight, it is filtered off with suction, washed with methanol and dried. There are obtained 4.4 g of adenosine-5'-carboxylic acid hydrazide, which melts, with decomposition, at 270°-272° C. Th... The reactants are COc1c(COc2ccc(-c3ccc(Br)cc3)cc2)ccc[n+]1[O-], CO, Cl. RXN SMILES: [Br:1][c:2]1[cH:3][cH:4][c:5](-[c:8]2[cH:9][cH:10][c:11]([O:14][CH2:15][c:16]3[c:17]([O:23][CH3:24])[n+:18]([O-:22])[cH:19][cH:20][cH:21]3)[cH:12][cH:13]2)[cH:6][cH:7]1.[CH3:26][OH:27].[ClH:25]>>[Br:1][c:2]1[cH:3][cH:4][c:5](-[c:8]2[cH:9][cH:10][c:11]([O:14][CH2:15][c:16]3[c:17](=[O:23])[n:18]([OH:22])[cH:19][cH:20][cH:21]3)[cH:12][cH:13]2)[cH:6][cH:7]1. Product: O=c1c(COc2ccc(-c3ccc(Br)cc3)cc2)cccn1O. Reactants: FC(C(=O)C1=CC=CC=2NN=NC21)(F)F (Trifluoroacetylbenzotriazole), OC1CCC(CC1)C1CCC(CC1)C1=CC=C(C=C1)CCC (4-(4-(4-hydroxycyclohexyl)cyclohexyl)-1-propylbenzene). Run in C1CCOC1 (THF). The product is C(CC)C1=CC=C(C=C1)C1CCC(CC1)C1CCC(CC1)OC(C(F)(F)F)=O (trifluoroacetic acid 4-(4-(4-propylphenyl)cyclohexyl)cyclohexyl ester). Reaction SMILES: [F:1][C:2]([F:15])([F:14])[C:3](C1C2N=NNC=2C=CC=1)=[O:4].[OH:16][CH:17]1[CH2:22][CH2:21][CH:20]([CH:23]2[CH2:28][CH2:27][CH:26]([C:29]3[CH:34]=[CH:33][C:32]([CH2:35][CH2:36][CH3:37])=[CH:31][CH:30]=3)[CH2:25][CH2:24]2)[CH2:19][CH2:18]1>C1COCC1>[CH2:35]([C:32]1[CH:33]=[CH:34][C:29]([CH:26]2[CH2:25][CH2:24][CH:23]([CH:20]3[CH2:19][CH2:18][CH:17]([O:16][C:3](=[O:4])[C:2]([F:15])([F:14])[F:1])[CH2:22][CH2:21]3)[CH2:28][CH2:27]2)=[CH:30][CH:31]=1)[CH2:36][CH3:37]. Procedure: Trifluoroacetylbenzotriazole described above in an amount of 4.0 g (18.6 mmol) was dissolved in 50 ml of THF, 2.5 g (8.3 mmol) of 4-(4-(4-hydroxycyclohexyl)cyclohexyl)-1-propylbenzene was added thereto, they were refluxed for 1 hour, and then the solvent was distilled off. After the residue was purified by column chromatography on silica gel (eluent: heptane/ethyl acetate=3/1), the solvent was distilled off. The residue was subjected twice to recrystallization by using mixed solvent of heptane/e... The reactants are FC=1C=C2C=CC(=CC2=CC1)O (6-Fluoro-2-naphthol), organozinc, BrCC1=C(C=C(C=C1)Cl)/C=C/C(=O)OCC (Ethyl(E)-3-[2-(bromomethyl)-5-chlorophenyl]-2-propenoate), [O-]S(=O)(=O)C(F)(F)F (triflate), S(=O)(=O)(C(F)(F)F)OS(=O)(=O)C(F)(F)F.N1=CC=CC=C1 (triflic anhydride pyridine), C(Cl)Cl (CH2Cl2). Reagents/catalysts: C=1C=CC(=CC1)/C=C/C(=O)/C=C/C2=CC=CC=C2.C=1C=CC(=CC1)/C=C/C(=O)/C=C/C2=CC=CC=C2.[Pd] (Pd(dba)2), C1=CC=C(C=C1)P([C-]2C=CC=C2)C3=CC=CC=C3.C1=CC=C(C=C1)P([C-]2C=CC=C2)C3=CC=CC=C3.[Fe+2] (dppf). The product is ClC1=CC(=C(C=C1)/C=C/C(=O)OCC)CC1=CC2=CC=C(C=C2C=C1)F (Ethyl (E)-3-{4-chloro-2-[(6fluoro-2-naphthyl)methyl]phenyl}-2-propenoate). Isolated yield 47.0%. Reaction SMILES: [F:1][C:2]1[CH:3]=[C:4]2[C:9](=[CH:10][CH:11]=1)[CH:8]=[C:7](O)[CH:6]=[CH:5]2.[O-]S(C(F)(F)F)(=O)=O.S(OS(C(F)(F)F)(=O)=O)(C(F)(F)F)(=O)=O.N1C=CC=CC=1.Br[CH2:43][C:44]1[CH:49]=[CH:48][C:47](Cl)=[CH:46][C:45]=1/[CH:51]=[CH:52]/[C:53]([O:55][CH2:56][CH3:57])=[O:54].C(Cl)[Cl:59]>C1C=CC(P(C2C=CC=CC=2)[C-]2C=CC=C2)=CC=1.C1C=CC(P(C2C=CC=CC=2)[C-]2C=CC=C2)=CC=1.[Fe+2].C1C=CC(/C=C/C(/C=C/C2C=CC=CC=2)=O)=CC=1.C1C=CC(/C=C/C(/C=C/C2C=CC=CC=2)=O)=CC=1.[Pd]>[Cl:59][C:48]1[CH:47]=[CH:46][C:45](/[CH:51]=[CH:52]/[C:53]([O:55][CH2:56][CH3:57])=[O:54])=[C:44]([CH2:43][C:7]2[CH:6]=[CH:5][C:4]3[C:9](=[CH:10][CH:11]=[C:2]([F:1])[CH:3]=3)[CH:8]=2)[CH:49]=1 |f:2.3,6.7.8,9.10.11|. Reported procedure: The naphthol of Step 3 was converted to the triflate with triflic anhydride/pyridine in CH2Cl2 at 0° C. This was coupled with the organozinc of the benzyl bromide of step 2 in example 13, with dppf and Pd(dba)2. This yielded the title compound in 47% yield after purification by silica gel chromatography (10% EtOAc in hexane).